The task is: describe an organic reaction: reactants, conditions, products, and yield. This data is from the Open Reaction Database (ORD), a public repository of structured organic reaction records. Reactants: BrC=1C=C(C=CC1OC(F)(F)F)C1C(C1C(=O)O)(C)C (3-(3-bromo-4-trifluoromethoxyphenyl)-2,2-dimethyl-cyclopropanecarboxylic acid), S(=O)(Cl)Cl (thionyl chloride). Solvent: C(Cl)(Cl)(Cl)Cl (carbon tetrachloride). Yields the product BrC=1C=C(C=CC1OC(F)(F)F)C1C(C1C(=O)Cl)(C)C (3-(3-bromo-4-trifluoromethoxyphenyl)-2,2-dimethyl-cyclopropanecarboxylic acid-chloride). Yield: 93.7%. RXN SMILES: [Br:1][C:2]1[CH:3]=[C:4]([CH:13]2[CH:15]([C:16](O)=[O:17])[C:14]2([CH3:20])[CH3:19])[CH:5]=[CH:6][C:7]=1[O:8][C:9]([F:12])([F:11])[F:10].S(Cl)([Cl:23])=O>C(Cl)(Cl)(Cl)Cl>[Br:1][C:2]1[CH:3]=[C:4]([CH:13]2[CH:15]([C:16]([Cl:23])=[O:17])[C:14]2([CH3:20])[CH3:19])[CH:5]=[CH:6][C:7]=1[O:8][C:9]([F:12])([F:11])[F:10]. Reported procedure: 9.6 g (0.027 mol) of 3-(3-bromo-4-trifluoromethoxyphenyl)-2,2-dimethyl-cyclopropanecarboxylic acid were dissolved in 100 ml of carbon tetrachloride, and 10 g of thionyl chloride were slowly added dropwise at 60° C., while stirring. The mixture was then heated under reflux for 4 hours. After the reaction period had ended, excess thionyl chloride, as well as carbon tetrachloride, were distilled off in the vacuum from a water jet. 9.4 g (93.7% of theory) of 3-(3-bromo-4-trifluoromethoxyphenyl)-2,2-... Starting materials: Br, Br, O=C([O-])O, COc1c(C)ccc2c1CCC2=O, CC(=O)O, [Na+]. Yields the product COc1c(C)ccc2c1CC(Br)C2=O. RXN SMILES: [Br:14].[BrH:20].[C:15](=[O:16])([OH:17])[O-:18].[CH3:1][O:2][c:3]1[c:4]2[c:8]([cH:9][cH:10][c:11]1[CH3:12])[C:7](=[O:13])[CH2:6][CH2:5]2.[CH3:21][C:22](=[O:23])[OH:24].[Na+:19]>>[CH3:1][O:2][c:3]1[c:4]2[c:8]([cH:9][cH:10][c:11]1[CH3:12])[C:7](=[O:13])[CH:6]([Br:20])[CH2:5]2.